This data is from the Open Reaction Database (ORD), a public repository of structured organic reaction records. The task is: describe an organic reaction: reactants, conditions, products, and yield Reactants: ester, CCN(C(C)C)C(C)C (DIPEA), [B-](F)(F)(F)F.CN(C)C(=[N+](C)C)ON1C(=O)CCC1=O (TSTU), Cl.NC1C2CC3CC(CC1C3)C2 (2-aminoadamantane hydrochloride), ClC1=C(C=NN1C)C(=O)O (5-Chloro-1-methyl-1H-pyrazole-4-carboxylic acid). Run in O (water), ClCCl (dichloromethane), CN(C)C=O (DMF). Conditions: time 1 hour. The product is C12C(C3CC(CC(C1)C3)C2)NC(=O)C=2C=NN(C2Cl)C (5-chloro-1-methyl-1H-pyrazole-4-carboxylic acid adamantan-2-ylamide). Isolated yield 59.6%. RXN SMILES: [Cl:1][C:2]1[N:6]([CH3:7])[N:5]=[CH:4][C:3]=1[C:8]([OH:10])=O.CCN(C(C)C)C(C)C.[B-](F)(F)(F)F.CN(C(ON1C(=O)CCC1=O)=[N+](C)C)C.Cl.[NH2:41][CH:42]1[CH:49]2[CH2:50][CH:45]3[CH2:46][CH:47]([CH2:51][CH:43]1[CH2:44]3)[CH2:48]2>ClCCl.CN(C=O)C.O>[CH:43]12[CH2:51][CH:47]3[CH2:46][CH:45]([CH2:50][CH:49]([CH2:48]3)[CH:42]1[NH:41][C:8]([C:3]1[CH:4]=[N:5][N:6]([CH3:7])[C:2]=1[Cl:1])=[O:10])[CH2:44]2 |f:2.3,4.5|. Procedure details: 5-Chloro-1-methyl-1H-pyrazole-4-carboxylic acid (64 mg, 0.4 mmol, CAS#: 54367-66-7, purchased from Oakwood) was dissolved in a mixture of dry dichloromethane (3.2 mL) and dry DMF (0.8 mL). DIPEA (0.28 mL, 1.6 mmol) and TSTU (145 mg, 0.44 mmol) were added to the above mixture. After the mixture was stirred for 1 h, the appearance of active ester was detected by LC-MS. Then 2-aminoadamantane hydrochloride (75 mg, 0.4 mmol) was added. After another 2 hours water was added and the organic layer was ... Starting materials: [Na] (sodium), OC1=C(C=C(C=C1)[N+](=O)[O-])NC(C(F)(F)F)=O (N-(2-hydroxy-5-nitrophenyl)trifluoroacetamide), BrCC=CC(=O)OCC (ethyl 4-bromo-2-butenoate). Run in C(C)O (ethanol). Reaction conditions: temperature 0 celsius. The product is [N+](=O)([O-])C=1C=CC2=C(NC(CO2)CC(=O)OCC)C1 (Ethyl (±)-6-nitro-3,4-dihydro-2H-1,4-benzoxazine-3-acetate). RXN SMILES: [Na].[OH:2][C:3]1[CH:8]=[CH:7][C:6]([N+:9]([O-:11])=[O:10])=[CH:5][C:4]=1[NH:12]C(=O)C(F)(F)F.Br[CH2:20][CH:21]=[CH:22][C:23]([O:25][CH2:26][CH3:27])=[O:24]>C(O)C>[N+:9]([C:6]1[CH:7]=[CH:8][C:3]2[O:2][CH2:20][CH:21]([CH2:22][C:23]([O:25][CH2:26][CH3:27])=[O:24])[NH:12][C:4]=2[CH:5]=1)([O-:11])=[O:10] |^1:0|. Reported procedure: 220 ml of ethanol are introduced into a 1 l three-necked flask, with magnetic stirring, cooled to 0° C., and 3 g (0.133 mol) of sodium are added slowly, in small portions, followed by successive dropwise addition of 22.29 g (0.088 mol) of N-(2-hydroxy-5-nitrophenyl)trifluoroacetamide and 22.65 g (0.088 mol) of 75% pure ethyl 4-bromo-2-butenoate, and the mixture is heated at reflux for 3 h. Reactants: CC(C)(C)NS(=O)(=O)c1ccc(-c2cc(-c3nc(-c4ccc(C(F)(F)F)cc4)cc(C(F)F)n3)ccn2)s1, ClCCl, O=C(O)C(F)(F)F. Yields the product NS(=O)(=O)c1ccc(-c2cc(-c3nc(-c4ccc(C(F)(F)F)cc4)cc(C(F)F)n3)ccn2)s1. Reaction SMILES: [C:1]([CH3:2])([CH3:3])([CH3:4])[NH:5][S:6](=[O:7])(=[O:8])[c:9]1[s:10][c:11](-[c:14]2[n:15][cH:16][cH:17][c:18](-[c:20]3[n:21][c:22](-[c:29]4[cH:30][cH:31][c:32]([C:35]([F:36])([F:37])[F:38])[cH:33][cH:34]4)[cH:23][c:24]([CH:26]([F:27])[F:28])[n:25]3)[cH:19]2)[cH:12][cH:13]1.[Cl:46][CH2:47][Cl:48].[F:39][C:40]([F:41])([F:42])[C:43]([OH:44])=[O:45]>>[NH2:5][S:6](=[O:7])(=[O:8])[c:9]1[s:10][c:11](-[c:14]2[n:15][cH:16][cH:17][c:18](-[c:20]3[n:21][c:22](-[c:29]4[cH:30][cH:31][c:32]([C:35]([F:36])([F:37])[F:38])[cH:33][cH:34]4)[cH:23][c:24]([CH:26]([F:27])[F:28])[n:25]3)[cH:19]2)[cH:12][cH:13]1. Procedure details: Heat in a sealed tube with stirring propane-2-sulfonic acid{2-[4-(4,4,5,5-tetramethyl-[1,3,2]dioxaborolan-2-yl)-phenyl]-thiophen-3-yl}-amide (0.5 mmol), 4-(4-Bromo-phenyl)-4-oxo-butyric acid (0.75 mmol), 2M Na2CO3 water solution (0.2 mL) and Pd(PPh3)4 (0.05 mmol) in 4.0 ml of an anhydrous DME to 100° C. for 24 h. Evaporate and purify the filtrate by flash chromotography (Silica gel-hexane/EtOAc). Add NaOH 2M (1 ml) to a suspension of the resultant ester (0.128 mmol) in ethanol (1 ml) and stir 24... Reactants: [OH-].[Na+] (NaOH), ester, CC1(OB(OC1(C)C)C1=CC=C(C=C1)C=1SC=CC1NS(=O)(=O)C(C)C)C (propane-2-sulfonic acid{2-[4-(4,4,5,5-tetramethyl-[1,3,2]dioxaborolan-2-yl)-phenyl]-thiophen-3-yl}-amide), BrC1=CC=C(C=C1)C(CCC(=O)O)=O (4-(4-Bromo-phenyl)-4-oxo-butyric acid), C(=O)([O-])[O-].[Na+].[Na+].O (Na2CO3 water), Cl (HCl). Reagents/catalysts: C=1C=CC(=CC1)[P](C=2C=CC=CC2)(C=3C=CC=CC3)[Pd]([P](C=4C=CC=CC4)(C=5C=CC=CC5)C=6C=CC=CC6)([P](C=7C=CC=CC7)(C=8C=CC=CC8)C=9C=CC=CC9)[P](C=1C=CC=CC1)(C=1C=CC=CC1)C=1C=CC=CC1 (Pd(PPh3)4). Run in C(C)O (ethanol), COCCOC (DME). Run at time 24 hour. Product: O=C(CCC(=O)O)C1=CC=C(C=C1)C1=CC=C(C=C1)C=1SC=CC1NS(=O)(=O)C(C)C (4-Oxo-4-{4′-[3-(propane-2-sulfonylamino)-thiophen-2-yl]-biphenyl-4-yl}-butyric acid). RXN SMILES: CC1(C)C(C)(C)OB([C:9]2[CH:14]=[CH:13][C:12]([C:15]3[S:16][CH:17]=[CH:18][C:19]=3[NH:20][S:21]([CH:24]([CH3:26])[CH3:25])(=[O:23])=[O:22])=[CH:11][CH:10]=2)O1.Br[C:29]1[CH:34]=[CH:33][C:32]([C:35](=[O:41])[CH2:36][CH2:37][C:38]([OH:40])=[O:39])=[CH:31][CH:30]=1.C([O-])([O-])=O.[Na+].[Na+].O.[OH-].[Na+].Cl>COCCOC.C(O)C.C1C=CC([P]([Pd]([P](C2C=CC=CC=2)(C2C=CC=CC=2)C2C=CC=CC=2)([P](C2C=CC=CC=2)(C2C=CC=CC=2)C2C=CC=CC=2)[P](C2C=CC=CC=2)(C2C=CC=CC=2)C2C=CC=CC=2)(C2C=CC=CC=2)C2C=CC=CC=2)=CC=1>[O:41]=[C:35]([C:32]1[CH:33]=[CH:34][C:29]([C:9]2[CH:10]=[CH:11][C:12]([C:15]3[S:16][CH:17]=[CH:18][C:19]=3[NH:20][S:21]([CH:24]([CH3:25])[CH3:26])(=[O:22])=[O:23])=[CH:13][CH:14]=2)=[CH:30][CH:31]=1)[CH2:36][CH2:37][C:38]([OH:40])=[O:39] |f:2.3.4.5,6.7,^1:64,66,85,104|.